Dataset: the Open Reaction Database (ORD), a public repository of structured organic reaction records. Task: describe an organic reaction: reactants, conditions, products, and yield The reactants are C(C)(C)(C)C=1N=C(C2=C(N1)N(N=N2)CC2=CC=C(C=C2)OC)N2CC(CC2)(F)F (5-tert-butyl-7-(3,3-difluoro-pyrrolidin-1-yl)-3-(4-methoxy-benzyl)-3H-[1,2,3]triazolo[4,5-d]pyrimidine), C(=O)(C(F)(F)F)O (TFA). Yields the product C(C)(C)(C)C=1N=C(C2=C(N1)NN=N2)N2CC(CC2)(F)F (5-tert-butyl-7-(3,3-difluoropyrrolidin-1-yl)-3H-[1,2,3]triazolo[4,5-d]pyrimidine). Reaction SMILES: [C:1]([C:5]1[N:6]=[C:7]([N:23]2[CH2:27][CH2:26][C:25]([F:29])([F:28])[CH2:24]2)[C:8]2[N:13]=[N:12][N:11](CC3C=CC(OC)=CC=3)[C:9]=2[N:10]=1)([CH3:4])([CH3:3])[CH3:2].C(O)(C(F)(F)F)=O>>[C:1]([C:5]1[N:6]=[C:7]([N:23]2[CH2:27][CH2:26][C:25]([F:28])([F:29])[CH2:24]2)[C:8]2[N:13]=[N:12][NH:11][C:9]=2[N:10]=1)([CH3:4])([CH3:2])[CH3:3]. Procedure details: A mixture of 5-tert-butyl-7-(3,3-difluoro-pyrrolidin-1-yl)-3-(4-methoxy-benzyl)-3H-[1,2,3]triazolo[4,5-d]pyrimidine (264 mg, 656 μmol) and TFA (5.0 mL) was refluxed for 8 h under N2 atmosphere. The reaction mixture was concentrated in vacuo to afford crude to 5-tert-butyl-7-(3,3-difluoropyrrolidin-1-yl)-3H-[1,2,3]triazolo[4,5-d]pyrimidine. The residue was used for the next reaction without further purification. Starting materials: Cl (HCl), C(=O)([O-])[O-].[Cs+].[Cs+] (Cs2CO3), OC=1C=C2C=CC=C(C2=CC1)C(=O)O (6-hydroxy-1-naphthoic acid), C1=CNC2=C1C(=NC=N2)Cl (6-chloro-7-deazapurine). Run in CS(=O)C (DMSO). Run at temperature 100 celsius, time 14 hour. Product: N1=CN=C(C2=C1NC=C2)OC=2C=C1C=CC=C(C1=CC2)C(=O)O (6-(7H-pyrrolo[2,3-d]pyrimidin-4-yloxy)-1-naphthoic acid). As a reaction SMILES: C([O-])([O-])=O.[Cs+].[Cs+].[OH:7][C:8]1[CH:9]=[C:10]2[C:15](=[CH:16][CH:17]=1)[C:14]([C:18]([OH:20])=[O:19])=[CH:13][CH:12]=[CH:11]2.[CH:21]1[C:25]2[C:26](Cl)=[N:27][CH:28]=[N:29][C:24]=2[NH:23][CH:22]=1.Cl>CS(C)=O>[N:29]1[C:24]2[NH:23][CH:22]=[CH:21][C:25]=2[C:26]([O:7][C:8]2[CH:9]=[C:10]3[C:15](=[CH:16][CH:17]=2)[C:14]([C:18]([OH:20])=[O:19])=[CH:13][CH:12]=[CH:11]3)=[N:27][CH:28]=1 |f:0.1.2|. Reported procedure: Cs2CO3 (23.4 g, 71.9 mmol) was added in one portion to a solution of 6-hydroxy-1-naphthoic acid (5.41 g, 28.7 mmol) and 6-chloro-7-deazapurine (3.68 g, 24.0 mmol) in DMSO (47.9 ml) at RT. The resulting mixture was heated to 100° C. and stirred for 14 hours. The mixture was cooled to RT and neutralized to a pH of 7 with 6N HCl. Solid material proceeded to crash out of solution. The entire mixture was centrifuged and the liquid was decanted. To the solid was added saturated aqueous NaHCO3 and the ... The reactants are C(C)(=S)O (thioacetic acid), P(=O)([O-])([O-])[O-] (phosphate), BrCC1(S[C@H]2N(C1C(=O)OCC(Cl)(Cl)Cl)C(C2NC(CC2=CC=CC=C2)=O)=O)C (2,2,2-trichloroethyl 2-bromomethyl-2-methyl-6-(2-phenylacetamido)penam-3-carboxylate). Run in CC(=O)C (Acetone). Yields the product C(C)(=O)SCC1(S[C@H]2N(C1C(=O)OCC(Cl)(Cl)Cl)C(C2NC(CC2=CC=CC=C2)=O)=O)C (2,2,2-trichloroethyl 2-acetylthiomethyl-2-methyl-6-(2-phenylacetamido)penam-3-carboxylate). The yield is 32.3%. RXN SMILES: [C:1]([OH:4])(=[S:3])[CH3:2].P([O-])([O-])([O-])=O.Br[CH2:11][C:12]1([CH3:38])[CH:16]([C:17]([O:19][CH2:20][C:21]([Cl:24])([Cl:23])[Cl:22])=[O:18])[N:15]2[C:25](=[O:37])[CH:26]([NH:27][C:28](=[O:36])[CH2:29][C:30]3[CH:35]=[CH:34][CH:33]=[CH:32][CH:31]=3)[C@H:14]2[S:13]1>CC(C)=O>[C:1]([S:3][CH2:11][C:12]1([CH3:38])[CH:16]([C:17]([O:19][CH2:20][C:21]([Cl:22])([Cl:23])[Cl:24])=[O:18])[N:15]2[C:25](=[O:37])[CH:26]([NH:27][C:28](=[O:36])[CH2:29][C:30]3[CH:35]=[CH:34][CH:33]=[CH:32][CH:31]=3)[C@H:14]2[S:13]1)(=[O:4])[CH3:2]. Procedure details: Acetone (20 ml) and thioacetic acid (0.12 g) were added to pH 6.7 phosphate buffer (20 ml). To a mixture was added 2,2,2-trichloroethyl 2-bromomethyl-2-methyl-6-(2-phenylacetamido)penam-3-carboxylate (0.54 g) under stirring. After stirring for 5 hours at room temperature, the reaction mixture was post-treated in the similar manner as described in Example 6 to give oily 2,2,2-trichloroethyl 2-acetylthiomethyl-2-methyl-6-(2-phenylacetamido)penam-3-carboxylate (0.173 g). Infrared Absorption Spectru...